describe an organic reaction: reactants, conditions, products, and yield From a dataset of the Open Reaction Database (ORD), a public repository of structured organic reaction records. The reactants are methyl ester, C(C1=CC=CC=C1)(C1=CC=CC=C1)(C1=CC=CC=C1)OCCCCCC(=O)OC (Methyl 6-trityloxy-hexanoate), COC(CCCCCCCCOC(C1=CC=CC=C1)(C1=CC=CC=C1)C1=CC=CC=C1)=O (Methyl-9-trityloxy-nonanoate), COC(CCCCCCCCCCCOC(C1=CC=CC=C1)(C1=CC=CC=C1)C1=CC=CC=C1)=O (Methyl-12-trityloxy-dodecanoate). Product: C(C1=CC=CC=C1)(C1=CC=CC=C1)(C1=CC=CC=C1)OCCCCCCCCCCCC(=O)O (12-Trityloxy-dodecanoic acid). As a reaction SMILES: C(OCCCCCC(OC)=O)(C1C=CC=CC=1)(C1C=CC=CC=1)C1C=CC=CC=1.COC(=O)CCCCCCCCOC(C1C=CC=CC=1)(C1C=CC=CC=1)C1C=CC=CC=1.C[O:63][C:64](=[O:96])[CH2:65][CH2:66][CH2:67][CH2:68][CH2:69][CH2:70][CH2:71][CH2:72][CH2:73][CH2:74][CH2:75][O:76][C:77]([C:90]1[CH:95]=[CH:94][CH:93]=[CH:92][CH:91]=1)([C:84]1[CH:89]=[CH:88][CH:87]=[CH:86][CH:85]=1)[C:78]1[CH:83]=[CH:82][CH:81]=[CH:80][CH:79]=1>>[C:77]([O:76][CH2:75][CH2:74][CH2:73][CH2:72][CH2:71][CH2:70][CH2:69][CH2:68][CH2:67][CH2:66][CH2:65][C:64]([OH:96])=[O:63])([C:84]1[CH:85]=[CH:86][CH:87]=[CH:88][CH:89]=1)([C:90]1[CH:95]=[CH:94][CH:93]=[CH:92][CH:91]=1)[C:78]1[CH:79]=[CH:80][CH:81]=[CH:82][CH:83]=1. Procedure: Hydrolysis of the methyl ester of 15a, 15b, and 15c was carried out under basic conditions, followed by an acidic work up, during which the pH was maintained above 4 to prevent trityl deprotection. After recrystallization for solid product or flash chromatography for oil products, 6-trityloxyhexanoic acid 16a, 9-trityloxynonanoic acid 16b and 12-trityloxydodecanoic acid 16c were isolated, providing aliphatic side-chains that were ready to be coupled to 12 and 13.